This data is from the Open Reaction Database (ORD), a public repository of structured organic reaction records. The task is: describe an organic reaction: reactants, conditions, products, and yield Starting materials: C(C)(C)C1=C(C(=CC(=C1)C(C)C)C(C)C)S(=O)(=O)NN=C(CCN(C)C)C1=CC=CC=C1 (β-dimethylaminopropiophenone 2,4,6-triisopropylbenzenesulphonylhydrazone), solid, BrC=1C=C(C=O)C=CC1 (3-bromobenzaldehyde). The product is C1(CCCCC1)C(C(=CCN(C)C)C1=CC=CC=C1)O (1-cyclohexyl-4-dimethylamino-2-phenyl-2-buten-1-ol). Reaction SMILES: C(C1C=C(C(C)C)C=C(C(C)C)C=1S(NN=[C:21]([C:27]1[CH:32]=[CH:31][CH:30]=[CH:29][CH:28]=1)[CH2:22][CH2:23][N:24]([CH3:26])[CH3:25])(=O)=O)(C)C.Br[C:34]1[CH:35]=[C:36]([CH:39]=[CH:40][CH:41]=1)[CH:37]=[O:38]>>[CH:36]1([CH:37]([OH:38])[C:21]([C:27]2[CH:28]=[CH:29][CH:30]=[CH:31][CH:32]=2)=[CH:22][CH2:23][N:24]([CH3:25])[CH3:26])[CH2:39][CH2:40][CH2:41][CH2:34][CH2:35]1. Reported procedure: By using a method similar to that described in Example 22, but starting from β-dimethylaminopropiophenone 2,4,6-triisopropylbenzenesulphonylhydrazone (20 g) and 3-bromobenzaldehyde (5.6 cc), 1-(3-bromophenyl)-4-dimethylamino-2-phenyl-2-buten-1-ol (Z) hydrochloride (11.3 g) is obtained in the form of a white solid melting at 188° C. after recrystallisation from isopropanol (200 cc). Starting materials: CCC1CCC(C)NC1, O=C(O)c1cnoc1-c1ccc(C(F)(F)F)cc1. Product: CCC1CCC(C)N(C(=O)c2cnoc2-c2ccc(C(F)(F)F)cc2)C1. RXN SMILES: [CH2:19]([CH3:20])[CH:21]1[CH2:22][CH2:23][CH:24]([CH3:27])[NH:25][CH2:26]1.[F:1][C:2]([c:3]1[cH:4][cH:5][c:6](-[c:9]2[c:10]([C:14](=[O:15])[OH:16])[cH:11][n:12][o:13]2)[cH:7][cH:8]1)([F:17])[F:18]>>[F:1][C:2]([c:3]1[cH:4][cH:5][c:6](-[c:9]2[c:10]([C:14](=[O:16])[N:25]3[CH:24]([CH3:27])[CH2:23][CH2:22][CH:21]([CH2:19][CH3:20])[CH2:26]3)[cH:11][n:12][o:13]2)[cH:7][cH:8]1)([F:17])[F:18]. The reactants are O=C(CC(=O)OC)CC (methyl 3-ketopentanoate), C(C#C)O (2-propynol). The reagents and catalysts are II (I2). Solvent: C1(=CC=CC=C1)C (toluene). Run at temperature 115 celsius, time 6 hour. Yields the product O=C(CC(=O)OCC#C)CC (Prop-2-ynyl 3-Oxopentanoate). Isolated yield 43.4%. As a reaction SMILES: [O:1]=[C:2]([CH2:8][CH3:9])[CH2:3][C:4]([O:6][CH3:7])=[O:5].[CH2:10](O)[C:11]#C>C1(C)C=CC=CC=1.II>[O:1]=[C:2]([CH2:8][CH3:9])[CH2:3][C:4]([O:6][CH2:7][C:10]#[CH:11])=[O:5]. Procedure: To a solution of methyl 3-ketopentanoate (3) (822 mg, 6.00 mmol) and 2-propynol (686 mg, 12.0 mmol) in toluene (7 mL) is added I2 (46 mg, 0.18 mmol). The mixture is stirred at 115° C. for 6 h, then cooled to room temperature, and extracted with ethyl acetate (100 mL). The extract is washed (brine) and dried. After solvent removal at reduced pressure, the residue is distilled (125-130° C., 2 mm) to give 401 mg (43%) of 4 as a colorless liquid. IR 3345, 2856, 1715, 1456 cm−1; 1H NMR (CDCl3) δ 1.10... The reactants are C[O-], CO, C=CCn1c(=O)cnc2ncc(F)cc21, [Na+], O. Yields the product C=CCn1c(=O)cnc2ncc(OC)cc21. As a reaction SMILES: [CH3:16][O-:17].[CH3:20][OH:21].[F:1][c:2]1[cH:3][c:4]2[c:5]([n:6][cH:7][c:8](=[O:13])[n:9]2[CH2:10][CH:11]=[CH2:12])[n:14][cH:15]1.[Na+:18].[OH2:19]>>[c:2]1([O:17][CH3:16])[cH:3][c:4]2[c:5]([n:6][cH:7][c:8](=[O:13])[n:9]2[CH2:10][CH:11]=[CH2:12])[n:14][cH:15]1. Reactants: CCO, I, CN(CCCN1CCCc2cc(N)ccc21)C(=O)Oc1ccccc1, [Na+], [Na+], O=C([O-])[O-], O, CSC(=N)c1cccs1. The product is CN(CCCN1CCCc2cc(NC(=N)c3cccs3)ccc21)C(=O)Oc1ccccc1. RXN SMILES: [CH3:36][CH2:37][OH:38].[IH:26].[NH2:1][c:2]1[cH:3][c:4]2[c:9]([cH:10][cH:11]1)[N:8]([CH2:12][CH2:13][CH2:14][N:15]([C:16]([O:17][c:18]1[cH:19][cH:20][cH:21][cH:22][cH:23]1)=[O:24])[CH3:25])[CH2:7][CH2:6][CH2:5]2.[Na+:40].[Na+:41].[O-:42][C:43](=[O:44])[O-:45].[OH2:39].[s:27]1[c:28]([C:32](=[NH:33])[S:34][CH3:35])[cH:29][cH:30][cH:31]1>>[NH:1]([c:2]1[cH:3][c:4]2[c:9]([cH:10][cH:11]1)[N:8]([CH2:12][CH2:13][CH2:14][N:15]([C:16]([O:17][c:18]1[cH:19][cH:20][cH:21][cH:22][cH:23]1)=[O:24])[CH3:25])[CH2:7][CH2:6][CH2:5]2)[C:32]([c:28]1[s:27][cH:31][cH:30][cH:29]1)=[NH:33]. Starting materials: [N+](=O)([O-])C=1C=C(C=CC1)C(=O)NCC(=O)NC(CC(=O)[O-])C1=CC2=C(OCO2)C=C1 (β-[[2-[[(3-nitrophenyl)carbonyl]amino]acetyl]amino]-1,3-benzodioxole-5-propanoate), C(C)O (ethanol), C(C1=CC=CC=C1)N=C=O (benzyl isocyanate). The reagents and catalysts are [Pd] (Palladium on carbon), [Pd] (palladium). Solvent: C(C)OCC (Diethyl ether). Reaction conditions: time 1.5 hour. The product is C1(=CC=CC=C1)CNC(=O)NC=1C=C(C=CC1)C(=O)NCC(=O)NC(CC(=O)OCC)C1=CC2=C(OCO2)C=C1 (ethyl β-[[2-[[[3-[[[(phenylmethyl)amino]carbonyl]amino]phenyl]carbonyl]amino]acetyl]amino]-1,3-benzodioxole-5-propanoate). As a reaction SMILES: [N+:1]([C:4]1[CH:5]=[C:6]([C:10]([NH:12][CH2:13][C:14]([NH:16][CH:17]([C:22]2[CH:30]=[CH:29][C:25]3[O:26][CH2:27][O:28][C:24]=3[CH:23]=2)[CH2:18][C:19]([O-:21])=[O:20])=[O:15])=[O:11])[CH:7]=[CH:8][CH:9]=1)([O-])=O.[CH2:31](O)[CH3:32].[CH2:34]([N:41]=[C:42]=[O:43])[C:35]1[CH:40]=[CH:39][CH:38]=[CH:37][CH:36]=1>[Pd].C(OCC)C>[C:35]1([CH2:34][NH:41][C:42]([NH:1][C:4]2[CH:5]=[C:6]([C:10]([NH:12][CH2:13][C:14]([NH:16][CH:17]([C:22]3[CH:30]=[CH:29][C:25]4[O:26][CH2:27][O:28][C:24]=4[CH:23]=3)[CH2:18][C:19]([O:21][CH2:31][CH3:32])=[O:20])=[O:15])=[O:11])[CH:7]=[CH:8][CH:9]=2)=[O:43])[CH:40]=[CH:39][CH:38]=[CH:37][CH:36]=1. Procedure: The compound of Example 120 (2 g, 0.62 mmol) was added to absolute ethanol (60 mL) in a Parr jar. Palladium on carbon 5% (500 mg) was added and the mixture was hydrogenated under 50 psi in a Parr apparatus for a period of 1.5 hours. After complete reaction the palladium catalyst was removed by filtration through a plug of celite. The solvent was removed under reduced pressure and the sample dried in vacuo. Acetonitrile (5 mL) was added to the crude aniline followed by benzyl isocyanate (700 mg, ... Reactants: BrC=1C=C(C=CC1F)N1C(SCC1C)=C(C(=O)OCC)C(=O)OCC (Diethyl 3-(3-bromo-4-fluorophenyl)-4-methyl-1,3-thiazolidin-2-ylidenemalonate), ice water. The solvent is polyphosphoric acid, C(Cl)(Cl)Cl (chloroform). Conditions: temperature 90 celsius, time 3 hour. Product: BrC1=C(C=C2C(C(=C3N(C2=C1)C(CS3)C)C(=O)OCC)=O)F (ethyl 8-bromo-7-fluoro-1-methyl-5-oxo-1,2-dihydro-5H-thiazolo(3,2-a) quinoline 4-carboxylate). The yield is 16.5%. Reaction SMILES: [Br:1][C:2]1[CH:3]=[C:4]([N:9]2[CH:13]([CH3:14])[CH2:12][S:11][C:10]2=[C:15]([C:21]([O:23][CH2:24][CH3:25])=[O:22])[C:16](OCC)=[O:17])[CH:5]=[CH:6][C:7]=1[F:8]>C(Cl)(Cl)Cl>[Br:1][C:2]1[CH:3]=[C:4]2[C:5]([C:16](=[O:17])[C:15]([C:21]([O:23][CH2:24][CH3:25])=[O:22])=[C:10]3[S:11][CH2:12][CH:13]([CH3:14])[N:9]32)=[CH:6][C:7]=1[F:8]. Procedure details: Diethyl 3-(3-bromo-4-fluorophenyl)-4-methyl-1,3-thiazolidin-2-ylidenemalonate (4.2 grams) was dissolved in 40 grams of polyphosphoric acid and the solution was heated with stirring at 90° C. for three hours. After the reaction, the content was poured over into ice water and extracted with chloroform to give 3.5 grams of sirupy substance. This was subjected to a column chromatography on 350 grams of silica gel using chloroform as a developer and, from the initial distillate, 620 mg of ethyl 8-bro... Reactants: C(C)(C)(C)OC(=O)N1CCC(CC1)C(=O)SC1=CC=CC=C1 (4-phenylsulfanylcarbonyl-piperidine-1-carboxylic acid tert-butyl ester), C(C)OC1=C(C=C(C=C1)B(O)O)F (4-ethoxy-3-fluorophenylboronic acid). The reagents and catalysts are C=1C=CC(=CC1)/C=C/C(=O)/C=C/C2=CC=CC=C2.C=1C=CC(=CC1)/C=C/C(=O)/C=C/C2=CC=CC=C2.C=1C=CC(=CC1)/C=C/C(=O)/C=C/C2=CC=CC=C2.[Pd].[Pd] (Pd2dba3), S1C(=CC=C1)C(=O)[O-].[Cu+] (copper (I) thiophene-2-carboxylate). The solvent is C1CCOC1 (THF). Product: C(C)(C)(C)OC(=O)N1CCC(CC1)C(C1=CC(=C(C=C1)OCC)F)=O (4-(4-Ethoxy-3-fluoro-benzoyl)-piperidine-1-carboxylic acid tert-butyl ester). The yield is 82.6%. RXN SMILES: [CH2:1]([O:3][C:4]1[CH:9]=[CH:8][C:7](B(O)O)=[CH:6][C:5]=1[F:13])[CH3:2].[C:14]([O:18][C:19]([N:21]1[CH2:26][CH2:25][CH:24]([C:27](SC2C=CC=CC=2)=[O:28])[CH2:23][CH2:22]1)=[O:20])([CH3:17])([CH3:16])[CH3:15]>C1COCC1.C1C=CC(/C=C/C(/C=C/C2C=CC=CC=2)=O)=CC=1.C1C=CC(/C=C/C(/C=C/C2C=CC=CC=2)=O)=CC=1.C1C=CC(/C=C/C(/C=C/C2C=CC=CC=2)=O)=CC=1.[Pd].[Pd].S1C=CC=C1C([O-])=O.[Cu+]>[C:14]([O:18][C:19]([N:21]1[CH2:26][CH2:25][CH:24]([C:27](=[O:28])[C:7]2[CH:8]=[CH:9][C:4]([O:3][CH2:1][CH3:2])=[C:5]([F:13])[CH:6]=2)[CH2:23][CH2:22]1)=[O:20])([CH3:17])([CH3:16])[CH3:15] |f:3.4.5.6.7,8.9|. Reported procedure: To a mixture of 4-ethoxy-3-fluorophenylboronic acid (0.86 g, 4.67 mmol), ligand TFP (0.144 g, 0.62 mmol), Pd2dba3 (0.29 g, 0.31 mmol), copper (I) thiophene-2-carboxylate (0.89 g, 4.7 mmol) was added a solution of 4-phenylsulfanylcarbonyl-piperidine-1-carboxylic acid tert-butyl ester (1.0 g, 3.11 mmol) in 10 mL of THF while purging with N2 at 50° C. After 18 hours the reaction mixture was diluted with ethyl acetate, filtered through celite then concentrated in vacuo. Purification by flash chromat...